describe an organic reaction: reactants, conditions, products, and yield From a dataset of the Open Reaction Database (ORD), a public repository of structured organic reaction records. Starting materials: CN1N=C(C=C1B(O)O)C(F)(F)F ((1-methyl-3-(trifluoromethyl)-1H-pyrazol-5-yl)boronic acid), NC=1SC(=CN1)Br (2-amino-5-bromothiazole), [O-]P(=O)([O-])[O-].[K+].[K+].[K+] (K3PO4). The reagents and catalysts are CC(C)(C)P(C1=CC=C(C=C1)N(C)C)C(C)(C)C.CC(C)(C)P(C1=CC=C(C=C1)N(C)C)C(C)(C)C.Cl[Pd]Cl (bis(di-tert-butyl(4-dimethylaminophenyl)phosphine)dichloropalladium (II)). Solvent: C(C)#N (ACN), O1CCOCC1 (dioxane), O (H2O). Reaction conditions: temperature 70 celsius. The product is CN1N=C(C=C1C1=CN=C(S1)N)C(F)(F)F (5-[1-methyl-3-(trifluoromethyl)pyrazol-5-yl]-1,3-thiazole-2-ylamine). Yield: 1.9%. RXN SMILES: [CH3:1][N:2]1[C:6](B(O)O)=[CH:5][C:4]([C:10]([F:13])([F:12])[F:11])=[N:3]1.[NH2:14][C:15]1[S:16][C:17](Br)=[CH:18][N:19]=1.[O-]P([O-])([O-])=O.[K+].[K+].[K+]>C(#N)C.O1CCOCC1.O.CC(P(C(C)(C)C)C1C=CC(N(C)C)=CC=1)(C)C.CC(P(C(C)(C)C)C1C=CC(N(C)C)=CC=1)(C)C.Cl[Pd]Cl>[CH3:1][N:2]1[C:6]([C:17]2[S:16][C:15]([NH2:14])=[N:19][CH:18]=2)=[CH:5][C:4]([C:10]([F:13])([F:12])[F:11])=[N:3]1 |f:2.3.4.5,9.10.11|. Procedure: A suspension of (1-methyl-3-(trifluoromethyl)-1H-pyrazol-5-yl)boronic acid (290 mg, 1.5 mmol), 2-amino-5-bromothiazole (1 mmol), bis(di-tert-butyl(4-dimethylaminophenyl)phosphine)dichloropalladium (II) (A-Phos) (53 mg) and K3PO4 (212 mg, 1 mmol) in 2 ml ACN, 2 ml dioxane, 0.5 ml H2O was bubbled with argon before heated at 70° C. for 1 h. After cooling down to r.t., the reaction mixture was taken up in EA, washed with aq. NaHCO3 and brine, dried over Na2SO4, concentrated to dryness. Prep HPLC pur... Starting materials: C1(CCCCCN1)=O (ε-caprolactam), C=O (formaldehyde), C(C(C)C)=O (isobutyraldehyde), Cl (hydrochloric acid), [OH-].[Na+] (NaOH). Run at time 8 hour. Product: CC(CN1C(CCCCC1)=O)(C=O)C (N-(2,2-Dimethyl-3-oxopropyl)-azepan-2-one). Reaction SMILES: [C:1]1(=[O:8])[NH:7][CH2:6][CH2:5][CH2:4][CH2:3][CH2:2]1.[CH2:9]=O.[CH:11](=[O:15])[CH:12]([CH3:14])[CH3:13].Cl.[OH-].[Na+]>>[CH3:13][C:12]([CH3:9])([CH:11]=[O:15])[CH2:14][N:7]1[CH2:6][CH2:5][CH2:4][CH2:3][CH2:2][C:1]1=[O:8] |f:4.5|. Procedure: In a round-bottom flask with a mounted reflux condenser and under nitrogen atmosphere, 80.5 g (0.71 mol) of ε-caprolactam, 59.3 g (0.71 mol) of 36% aqueous formaldehyde, and 56.4 g (0.78 mol) of isobutyraldehyde were introduced while being stirred vigorously, mixed with 13.4 g of concentrated hydrochloric acid (slight exothermicity). After that, the mixture was heated to boiling in an oil bath (100° C.) and was kept boiling overnight. The clear, yellowish reaction mixture was neutralized with 2N... Reactants: C(O)([O-])=O.[Na+] (sodium hydrogen carbonate), C(CCC)OC=1C=C(C=CC1C1=CSC(=C1)CNC)CCC(=O)OC (methyl 3-[3-butoxy-4-(5-methylaminomethylthiophen-3-yl)phenyl]propionate), C(CCCCCCC)(=O)Cl (octanoyl chloride), CN(C)C1=NC=CC=C1 (dimethylaminopyridine). Solvent: ClCCl (dichloromethane), C(C)N(CC)CC (triethylamine). Reaction conditions: time 12 hour. Product: C(CCC)OC=1C=C(C=CC1C1=CSC(=C1)CN(C(CCCCCCC)=O)C)CCC(=O)OC (methyl 3-(3-butoxy-4-{5-[(methyloctanoylamino)methyl]thiophen-3-yl}phenyl)propionate). Yield: 81.0%. RXN SMILES: [CH2:1]([O:5][C:6]1[CH:7]=[C:8]([CH2:20][CH2:21][C:22]([O:24][CH3:25])=[O:23])[CH:9]=[CH:10][C:11]=1[C:12]1[CH:16]=[C:15](CNC)[S:14][CH:13]=1)[CH2:2][CH2:3][CH3:4].[CH3:26][N:27]([C:29]1[CH:34]=[CH:33][CH:32]=[CH:31]N=1)[CH3:28].[C:35](Cl)(=O)[CH2:36][CH2:37]CCCCC.C(=O)([O-])[OH:46].[Na+]>ClCCl.C(N(CC)CC)C>[CH2:1]([O:5][C:6]1[CH:7]=[C:8]([CH2:20][CH2:21][C:22]([O:24][CH3:25])=[O:23])[CH:9]=[CH:10][C:11]=1[C:12]1[CH:16]=[C:15]([CH2:26][N:27]([CH3:28])[C:29](=[O:46])[CH2:34][CH2:33][CH2:32][CH2:31][CH2:35][CH2:36][CH3:37])[S:14][CH:13]=1)[CH2:2][CH2:3][CH3:4] |f:3.4|. Procedure details: 1.07 g of methyl 3-[3-butoxy-4-(5-methylaminomethylthiophen-3-yl)phenyl]propionate are dissolved in 20 mL of dichloromethane, and 1.25 mL of triethylamine are added, along with 36 mg of dimethylaminopyridine. 318 mg of octanoyl chloride are added. The reaction mixture is stirred for 12 hours at room temperature. After hydrolyzing the reaction with sodium hydrogen carbonate solution and then extracting with ethyl acetate and evaporating off the solvents, a crude product is obtained, which is chro... The reactants are ice water, IC1=COC2=CC=CC=C2C1=O (3-iodochromone), N1N=CN=C1 (1,2,4-triazole), C([O-])([O-])=O.[K+].[K+] (potassium carbonate). The solvent is CN(C=O)C (dimethylformamide). Product: N1N=C(N=C1)C=1OC2=CC=CC=C2C(C1)=O (2-(1,2,4-triazolyl) chromone). Yield: 63.8%. Reaction SMILES: I[C:2]1[C:11](=[O:12])[C:10]2[C:5](=[CH:6][CH:7]=[CH:8][CH:9]=2)[O:4][CH:3]=1.[NH:13]1[CH:17]=[N:16][CH:15]=[N:14]1.C(=O)([O-])[O-].[K+].[K+]>CN(C)C=O>[NH:13]1[CH:17]=[N:16][C:15]([C:3]2[O:4][C:5]3[C:10]([C:11](=[O:12])[CH:2]=2)=[CH:9][CH:8]=[CH:7][CH:6]=3)=[N:14]1 |f:2.3.4|. Procedure: To an eggplant type flask (25 ml), 3-iodochromone (136 mg) prepared in Example 1, 1,2,4-triazole (138 mg), potassium carbonate (1382 mg), and dimethylformamide (15 ml) were added and the mixture was reacted at 80° C. for 2 hours with stirring. The reaction mixture was added to ice water and extracted with chloroform. The organic layer was dried over anhydrous sodium sulfate, and concentrated under reduced pressure. The residue was purifiedby the silica gel column chromatography, and the purified... The reactants are ClC1=CC(=C(CN2N=CC3=CC(=CC=C23)C=C2C(N=C(S2)SC)=O)C=C1)C1CC1 (5-[1-(4-chloro-2-cyclopropyl-benzyl)-1H-indazol-5-ylmethylene]-2-methylsulfanyl-thiazol-4-one), CN1CCNCC1 (1-methyl-piperazine). Yields the product ClC1=CC(=C(CN2N=CC3=CC(=CC=C23)C=C2C(N=C(S2)N2CCN(CC2)C)=O)C=C1)C1CC1 (5-[1-(4-Chloro-2-cyclopropyl-benzyl)-1H-indazol-5-ylmethylene]-2-(4-methyl-piperazin-1-yl)-thiazol-4-one). As a reaction SMILES: [Cl:1][C:2]1[CH:26]=[CH:25][C:5]([CH2:6][N:7]2[C:15]3[C:10](=[CH:11][C:12]([CH:16]=[C:17]4[S:21][C:20](SC)=[N:19][C:18]4=[O:24])=[CH:13][CH:14]=3)[CH:9]=[N:8]2)=[C:4]([CH:27]2[CH2:29][CH2:28]2)[CH:3]=1.[CH3:30][N:31]1[CH2:36][CH2:35][NH:34][CH2:33][CH2:32]1>>[Cl:1][C:2]1[CH:26]=[CH:25][C:5]([CH2:6][N:7]2[C:15]3[C:10](=[CH:11][C:12]([CH:16]=[C:17]4[S:21][C:20]([N:34]5[CH2:35][CH2:36][N:31]([CH3:30])[CH2:32][CH2:33]5)=[N:19][C:18]4=[O:24])=[CH:13][CH:14]=3)[CH:9]=[N:8]2)=[C:4]([CH:27]2[CH2:29][CH2:28]2)[CH:3]=1. Procedure: 5-[1-(4-Chloro-2-cyclopropyl-benzyl)-1H-indazol-5-ylmethylene]-2-(4-methyl-piperazin-1-yl)-thiazol-4-one was prepared from 5-[1-(4-chloro-2-cyclopropyl-benzyl)-1H-indazol-5-ylmethylene]-2-methylsulfanyl-thiazol-4-one and 1-methyl-piperazine following General Procedure C. The reactants are N(C(=N)N)C=1SC=C(N1)CSCCN (2-[(2-guanidinothiazol-4-yl)methylthio]ethylamine), C1(=C(C(=C(C(=C1F)F)F)N)F)N.Cl.Cl (dihydrochloride), CSC(=C[N+](=O)[O-])SC (1,1-bis(methylthio)-2-nitroethylene). Run in C(C)(C)O (isopropanol). Run at time 54 hour. Yields the product [N+](=O)([O-])C=C(NCCSCC=1N=C(SC1)NC(=N)N)SC (1-nitro-2-methylthio-2-{2-[(2-guanidinothiazol-4-yl)methylthio]ethylamino}ethylene). Reaction SMILES: [NH:1]([C:5]1[S:6][CH:7]=[C:8]([CH2:10][S:11][CH2:12][CH2:13][NH2:14])[N:9]=1)[C:2]([NH2:4])=[NH:3].C1(N)C(F)=C(F)C(F)=C(N)C=1F.Cl.Cl.[CH3:29][S:30][C:31](SC)=[CH:32][N+:33]([O-:35])=[O:34]>C(O)(C)C>[N+:33]([CH:32]=[C:31]([S:30][CH3:29])[NH:14][CH2:13][CH2:12][S:11][CH2:10][C:8]1[N:9]=[C:5]([NH:1][C:2]([NH2:4])=[NH:3])[S:6][CH:7]=1)([O-:35])=[O:34] |f:1.2.3|. Procedure details: A solution of 2-[(2-guanidinothiazol-4-yl)methylthio]ethylamine (from the dihydrochloride, 20.0 g; 66.0 mmoles) [prepared according to the procedure described in South Africa Pat. No. 78/2129] and 1,1-bis(methylthio)-2-nitroethylene [prepared according to the procedure described in Chem. Ber., 100, 591 (1967) or Acta Chem. Scand., 21 2797 (1967)] (10.9 g; 66.0 mmoles) in isopropanol (600 ml) was stirred at ambient temperature under a positive pressure of nitrogen for 2 hours, at reflux temperatu... Starting materials: C[O-], COC(=O)N1CCCC(OC)C1CC(=O)CBr, CO, O=c1[nH]cnc2c(Cl)c(Cl)sc12, [Na+], O=S1C=Cc2ncncc21. Product: COC(=O)N1CCCC(OC)C1CC(=O)Cn1cnc2c(Cl)c(Cl)sc2c1=O. Reaction SMILES: [CH3:13][O-:14].[CH3:16][O:17][CH:18]1[CH:19]([CH2:28][C:29]([CH2:30][Br:31])=[O:32])[N:20]([C:24](=[O:25])[O:26][CH3:27])[CH2:21][CH2:22][CH2:23]1.[CH3:43][OH:44].[Cl:1][c:2]1[c:3]([Cl:12])[c:4]2[n:5][cH:6][nH:7][c:8](=[O:11])[c:9]2[s:10]1.[Na+:15].[n:33]1[c:34]2[c:39]([cH:40][n:41][cH:42]1)[S:37](=[O:38])[CH:36]=[CH:35]2>>[Cl:1][c:2]1[c:3]([Cl:12])[c:4]2[n:5][cH:6][n:7]([CH2:30][C:29]([CH2:28][CH:19]3[CH:18]([O:17][CH3:16])[CH2:23][CH2:22][CH2:21][N:20]3[C:24](=[O:25])[O:26][CH3:27])=[O:32])[c:8](=[O:11])[c:9]2[s:10]1. Reactants: C(C1=CC=CC=C1)OC(=O)N[C@@H](C(C)C)C(=O)N[C@@H](CC(C)C)C(=O)N[C@H]([C@H]([C@H]([C@@H](C(=O)N[C@@H](CC(=O)OC(C1=CC=CC=C1)C1=CC=CC=C1)C1=CC=CC=C1)O)O)O)CO (diphenylmethyl (S)-3-[(2S,3R,4R,5S)-5-((N-benzyloxycarbonyl-L-valyl)-L-leucyl)amino-2,3,4,6-tetrahydroxyhexanoyl]amino-3-phenylpropionate), C(C)(=O)OC(C)=O (acetic anhydride). Run in N1=CC=CC=C1 (pyridine). Run at time 14 hour. Yields the product C(C)(=O)OC[C@@H]([C@H]([C@H]([C@@H](C(=O)N[C@@H](CC(=O)OC(C1=CC=CC=C1)C1=CC=CC=C1)C1=CC=CC=C1)O)O)O)NC([C@@H](NC([C@@H](NC(=O)OCC1=CC=CC=C1)C(C)C)=O)CC(C)C)=O (diphenylmethyl (S)-3-[(2S, 3R,4R,5S)-6-acetoxy-5-((N-benzyloxycarbonyl-L-valyl)-L-leucyl)amino-2,3,4-trihydroxyhexanoyl]amino-3-phenylpropionate). As a reaction SMILES: [CH2:1]([O:8][C:9]([NH:11][C@H:12]([C:16]([NH:18][C@H:19]([C:24]([NH:26][C@@H:27]([CH2:61][OH:62])[C@@H:28]([OH:60])[C@@H:29]([OH:59])[C@H:30]([OH:58])[C:31]([NH:33][C@H:34]([C:52]1[CH:57]=[CH:56][CH:55]=[CH:54][CH:53]=1)[CH2:35][C:36]([O:38][CH:39]([C:46]1[CH:51]=[CH:50][CH:49]=[CH:48][CH:47]=1)[C:40]1[CH:45]=[CH:44][CH:43]=[CH:42][CH:41]=1)=[O:37])=[O:32])=[O:25])[CH2:20][CH:21]([CH3:23])[CH3:22])=[O:17])[CH:13]([CH3:15])[CH3:14])=[O:10])[C:2]1[CH:7]=[CH:6][CH:5]=[CH:4][CH:3]=1.[C:63](OC(=O)C)(=[O:65])[CH3:64]>N1C=CC=CC=1>[C:63]([O:62][CH2:61][C@H:27]([NH:26][C:24](=[O:25])[C@H:19]([CH2:20][CH:21]([CH3:23])[CH3:22])[NH:18][C:16](=[O:17])[C@H:12]([CH:13]([CH3:15])[CH3:14])[NH:11][C:9]([O:8][CH2:1][C:2]1[CH:3]=[CH:4][CH:5]=[CH:6][CH:7]=1)=[O:10])[C@@H:28]([OH:60])[C@@H:29]([OH:59])[C@H:30]([OH:58])[C:31]([NH:33][C@H:34]([C:52]1[CH:57]=[CH:56][CH:55]=[CH:54][CH:53]=1)[CH2:35][C:36]([O:38][CH:39]([C:46]1[CH:51]=[CH:50][CH:49]=[CH:48][CH:47]=1)[C:40]1[CH:41]=[CH:42][CH:43]=[CH:44][CH:45]=1)=[O:37])=[O:32])(=[O:65])[CH3:64]. Procedure: To a solution of diphenylmethyl (S)-3-[(2S,3R,4R,5S)-5-((N-benzyloxycarbonyl-L-valyl)-L-leucyl)amino-2,3,4,6-tetrahydroxyhexanoyl]amino-3-phenylpropionate (200 mg) in pyridine (1 ml) was added acetic anhydride (0.0243 ml) and the mixture was stirred at room temperature for 14 hours. After concentration under reduced pressure, the residue was passed through silica gel column chromatography, followed by elution with ethyl acetate-methanol (20:1). The effective fractions were combined and concentra... Starting materials: FC(C(=O)O)(F)F.N[C@@H]1C(N(CCCC1)C1=C(C=CC=C1)OC)=O ((S)-3-Amino-1-(2-methoxyphenyl)azepan-2-one trifluoroacetate), C(C=C)NC1=C(C=CC=C1)C (N-allyl-2-methylaniline). Yields the product FC(C(=O)O)(F)F.N[C@@H]1C(N(CCCC1)C1=C(C=CC=C1)C)=O ((S)-3-Amino-1-o-tolylazepan-2-one trifluoroacetate). Reaction SMILES: [F:1][C:2]([F:7])([F:6])[C:3]([OH:5])=[O:4].[NH2:8][C@H:9]1[CH2:15][CH2:14][CH2:13][CH2:12][N:11]([C:16]2[CH:21]=[CH:20][CH:19]=[CH:18][C:17]=2OC)[C:10]1=[O:24].[CH2:25](NC1C=CC=CC=1C)C=C>>[F:1][C:2]([F:7])([F:6])[C:3]([OH:5])=[O:4].[NH2:8][C@H:9]1[CH2:15][CH2:14][CH2:13][CH2:12][N:11]([C:16]2[CH:21]=[CH:20][CH:19]=[CH:18][C:17]=2[CH3:25])[C:10]1=[O:24] |f:0.1,3.4|. Procedure: (S)-3-Amino-1-o-tolylazepan-2-one trifluoroacetate (17 mg, 0.051 mmol) was synthesized as described for the preparation of Intermediate 62 using N-allyl-2-methylaniline in step A. Anal. Calcd. for C13H18N2O m/z 218.2. found: 219.1 (M+H)+.